Dataset: the Open Reaction Database (ORD), a public repository of structured organic reaction records. Task: describe an organic reaction: reactants, conditions, products, and yield The reactants are CC(C)(C)[Si](C)(C)OCCCCCCBr, CC(=O)c1ccc2c(c1)Nc1ccccc1S2, CCOC(C)=O, C[Si](C)(C)[N-][Si](C)(C)C, CCCCCC, Cc1ccccc1, CCOC(C)=O, [K+], C1CCOC1. The product is CC(=O)c1ccc2c(c1)N(CCCCCCO[Si](C)(C)C(C)(C)C)c1ccccc1S2. As a reaction SMILES: [Br:28][CH2:29][CH2:30][CH2:31][CH2:32][CH2:33][CH2:34][O:35][Si:36]([CH3:37])([CH3:38])[C:39]([CH3:40])([CH3:41])[CH3:42].[C:1]([CH3:2])(=[O:3])[c:4]1[cH:5][c:6]2[c:15]([cH:16][cH:17]1)[S:14][c:13]1[c:8]([cH:9][cH:10][cH:11][cH:12]1)[NH:7]2.[C:43]([O:44][CH2:45][CH3:46])(=[O:47])[CH3:48].[CH3:18][Si:19]([N-:20][Si:21]([CH3:22])([CH3:23])[CH3:24])([CH3:25])[CH3:26].[CH3:49][CH2:50][CH2:51][CH2:52][CH2:53][CH3:54].[CH3:60][c:61]1[cH:62][cH:63][cH:64][cH:65][cH:66]1.[CH3:67][CH2:68][O:69][C:70](=[O:71])[CH3:72].[K+:27].[O:55]1[CH2:56][CH2:57][CH2:58][CH2:59]1>>[C:1]([CH3:2])(=[O:3])[c:4]1[cH:5][c:6]2[c:15]([cH:16][cH:17]1)[S:14][c:13]1[c:8]([cH:9][cH:10][cH:11][cH:12]1)[N:7]2[CH2:29][CH2:30][CH2:31][CH2:32][CH2:33][CH2:34][O:35][Si:36]([CH3:37])([CH3:38])[C:39]([CH3:40])([CH3:41])[CH3:42].